This data is from the Open Reaction Database (ORD), a public repository of structured organic reaction records. The task is: describe an organic reaction: reactants, conditions, products, and yield The reactants are BrCC (Bromoethane), N1[C@H](C(=O)O)CCC1 (L-proline), C([O-])([O-])=O.[K+].[K+] (potassium carbonate), C(COCCOC)N(CCOCCOC)CCOCCOC (tris (3,6-dioxaheptyl)amine). Solvent: ClCCl (dichloromethane), O (Water). Conditions: time 43 hour. Yields the product C(C)N1[C@@H](CCC1)C(=O)OCC (Ethyl (-)-(S)-1-ethyl-2-pyrrolidinecarboxylate). Isolated yield 420.5%. Reaction SMILES: Br[CH2:2][CH3:3].[NH:4]1[CH2:11][CH2:10][CH2:9][C@H:5]1[C:6]([OH:8])=[O:7].C(=O)([O-])[O-].[K+].[K+].[CH2:18](N(CCOCCOC)CCOCCOC)[CH2:19]OCCOC>ClCCl.O>[CH2:18]([N:4]1[CH2:11][CH2:10][CH2:9][C@H:5]1[C:6]([O:8][CH2:2][CH3:3])=[O:7])[CH3:19] |f:2.3.4|. Procedure: Bromoethane (27.2 g, 0.25 mol) was added during 1 h to a stirred suspension of L-proline (11.5 g, 0.1 mol), potassium carbonate (27.6 g, 0.2 mol), and tris (3,6-dioxaheptyl)amine (TDA-1) (6.5 g, 0.02 mol) in dichloromethane (90 ml) at 25°. The reaction mixture was stirred for another 43 h at 26°-27° C. Water (100 ml ) was added and after stirring for a short while at room temperature, the two homogeneous phases were separated. The waterphase was extracted with another portion of dichloromethane ...